describe an organic reaction: reactants, conditions, products, and yield From a dataset of the Open Reaction Database (ORD), a public repository of structured organic reaction records. Starting materials: c1ccc(OCC2CO2)cc1, COc1cnc(NCCN)c2ccccc12, CN(C)C=O, O. Product: COc1cnc(NCCNCC(O)COc2ccccc2)c2ccccc12. Reaction SMILES: [CH2:1]([CH:2]1[CH2:3][O:4]1)[O:5][c:6]1[cH:7][cH:8][cH:9][cH:10][cH:11]1.[CH3:12][O:13][c:14]1[cH:15][n:16][c:17]([NH:24][CH2:25][CH2:26][NH2:27])[c:18]2[cH:19][cH:20][cH:21][cH:22][c:23]12.[CH3:29][N:30]([CH3:31])[CH:32]=[O:33].[OH2:28]>>[CH2:1]([CH:2]([CH2:3][NH:27][CH2:26][CH2:25][NH:24][c:17]1[n:16][cH:15][c:14]([O:13][CH3:12])[c:23]2[c:18]1[cH:19][cH:20][cH:21][cH:22]2)[OH:4])[O:5][c:6]1[cH:7][cH:8][cH:9][cH:10][cH:11]1. The reactants are O=C([O-])[O-], C1CCOC1, Cc1ccccc1, [Cs+], [Cs+], Cc1ccc(B(O)O)c(F)c1, c1ccc(P(c2ccccc2)(c2ccccc2)[Pd](P(c2ccccc2)(c2ccccc2)c2ccccc2)(P(c2ccccc2)(c2ccccc2)c2ccccc2)P(c2ccccc2)(c2ccccc2)c2ccccc2)cc1, CC(NC(=O)c1cc(I)cc(-n2cnnn2)c1)c1ccco1. The product is Cc1ccc(-c2cc(C(=O)NC(C)c3ccco3)cc(-n3cnnn3)c2)c(F)c1. As a reaction SMILES: [C:34](=[O:35])([O-:36])[O-:37].[CH2:47]1[O:48][CH2:49][CH2:50][CH2:51]1.[CH3:40][c:41]1[cH:42][cH:43][cH:44][cH:45][cH:46]1.[Cs+:38].[Cs+:39].[F:23][c:24]1[c:25]([B:31]([OH:32])[OH:33])[cH:26][cH:27][c:28]([CH3:30])[cH:29]1.[cH:52]1[cH:53][cH:54][c:55]([P:56]([Pd:57]([P:58]([c:59]2[cH:60][cH:61][cH:62][cH:63][cH:64]2)([c:65]2[cH:66][cH:67][cH:68][cH:69][cH:70]2)[c:71]2[cH:72][cH:73][cH:74][cH:75][cH:76]2)([P:77]([c:78]2[cH:79][cH:80][cH:81][cH:82][cH:83]2)([c:84]2[cH:85][cH:86][cH:87][cH:88][cH:89]2)[c:90]2[cH:91][cH:92][cH:93][cH:94][cH:95]2)[P:96]([c:97]2[cH:98][cH:99][cH:100][cH:101][cH:102]2)([c:103]2[cH:104][cH:105][cH:106][cH:107][cH:108]2)[c:109]2[cH:110][cH:111][cH:112][cH:113][cH:114]2)([c:115]2[cH:116][cH:117][cH:118][cH:119][cH:120]2)[c:121]2[cH:122][cH:123][cH:124][cH:125][cH:126]2)[cH:127][cH:128]1.[o:1]1[c:2]([CH:6]([CH3:7])[NH:8][C:9]([c:10]2[cH:11][c:12]([I:21])[cH:13][c:14](-[n:16]3[n:17][n:18][n:19][cH:20]3)[cH:15]2)=[O:22])[cH:3][cH:4][cH:5]1>>[o:1]1[c:2]([CH:6]([CH3:7])[NH:8][C:9]([c:10]2[cH:11][c:12](-[c:25]3[c:24]([F:23])[cH:29][c:28]([CH3:30])[cH:27][cH:26]3)[cH:13][c:14](-[n:16]3[n:17][n:18][n:19][cH:20]3)[cH:15]2)=[O:22])[cH:3][cH:4][cH:5]1.